Dataset: the Open Reaction Database (ORD), a public repository of structured organic reaction records. Task: describe an organic reaction: reactants, conditions, products, and yield The product is C(=O)(O)[C@H]1C[C@@H](SC1)CSC (trans-4-carboxy-2-methylthiomethyltetrahydrothiophene). Conditions: time 1 hour. Procedure details: To a stirred solution of trans-4-ethoxycarbonyl-2-methylthiomethyltetrahydrothiophene (compound No. 18-1, 307 mg) in methanol (10 ml), 1N sodium hydroxide solution (2.8 ml) was added under nitrogen atmosphere and the mixture was stirred for 1 hour at room temperature. The mixture was acidified with 1N hydrochloric acid and concentrated in vacuo. Saturated aqueous sodium chloride solution was added to the aqueous residue and extracted with ethyl acetate. The organic layer was washed with water an... Reactants: C(C)OC(=O)[C@H]1C[C@@H](SC1)CSC (trans-4-ethoxycarbonyl-2-methylthiomethyltetrahydrothiophene), [OH-].[Na+] (sodium hydroxide), Cl (hydrochloric acid). RXN SMILES: C([O:3][C:4]([C@@H:6]1[CH2:10][S:9][C@@H:8]([CH2:11][S:12][CH3:13])[CH2:7]1)=[O:5])C.[OH-].[Na+].Cl>CO>[C:4]([C@@H:6]1[CH2:10][S:9][C@@H:8]([CH2:11][S:12][CH3:13])[CH2:7]1)([OH:5])=[O:3] |f:1.2|. Run in CO (methanol). The yield is 85.0%. The reactants are COC1=CC=C(C=C1)C=1C=NN(C1C1=CC=CC=C1)CC(=O)OCC (Ethyl 4-(4-methoxyphenyl)-5-phenyl-1H-pyrazole-1-acetate), C(C)N(CC)CCCN (diethylaminopropylamine). The product is C(C)N(CCCNC(CN1N=CC(=C1C1=CC=CC=C1)C1=CC=C(C=C1)OC)=O)CC (N-[3-(diethylamino)propyl]-4-(4-methoxyphenyl)-5-phenyl-1H-pyrazole-1-acetamide). RXN SMILES: [CH3:1][O:2][C:3]1[CH:8]=[CH:7][C:6]([C:9]2[CH:10]=[N:11][N:12]([CH2:20][C:21]([O:23]CC)=O)[C:13]=2[C:14]2[CH:19]=[CH:18][CH:17]=[CH:16][CH:15]=2)=[CH:5][CH:4]=1.[CH2:26]([N:28]([CH2:31][CH2:32][CH2:33][NH2:34])[CH2:29][CH3:30])[CH3:27]>>[CH2:26]([N:28]([CH2:29][CH3:30])[CH2:31][CH2:32][CH2:33][NH:34][C:21](=[O:23])[CH2:20][N:12]1[C:13]([C:14]2[CH:19]=[CH:18][CH:17]=[CH:16][CH:15]=2)=[C:9]([C:6]2[CH:7]=[CH:8][C:3]([O:2][CH3:1])=[CH:4][CH:5]=2)[CH:10]=[N:11]1)[CH3:27]. Procedure: A solution of 7.5 g (0.022 mol) of ethyl 4-(4-methoxyphenyl)-5-phenyl-1H-pyrazole-1-acetate of example 4 in 35 mL of diethylaminopropylamine was stirred on a steam bath under nitrogen for 14 hours. The diethylaminopropylamine was removed in vacuo and the residue taken up in 200 mL of ethyl acetate. The ethyl acetate solution was washed twice with water, once with brine, and dried over sodium sulfate. The solvent was removed in vacuo and the residue was distilled in a Kugelrohr at 250° C./0.1 mm ... The reactants are CN1C(CC[C@@]2(C3=C(CC[C@@H]12)C=C(C=C3)S)C)=O ((+)-(4aR)-(10bR)-4-methyl-8-mercapto-10b-methyl-1,2,3,4,4a,5,6,10b-octahydrobenzo[f]quinolin-3-one), C([O-])([O-])=O.[K+].[K+] (potassium carbonate), ClC=1SC2=C(N1)C(=CC=C2C(F)(F)F)C (2-chloro-4-methyl-7-trifluoromethylbenzothiazole), CN(C=O)C (dimethyl formamide). Run in C(C)(=O)OCC (ethyl acetate). The product is CN1C(CC[C@@]2(C3=C(CC[C@@H]12)C=C(C=C3)SC=3SC1=C(N3)C(=CC=C1C(F)(F)F)C)C)=O ((+)-{4aR)-(10bR)-4-methyl-8-(4-methyl-7-trifluoromethyl-2-benzothiazolylthio)-10b-methyl-1,2,3,4,4a,5,6,10b-octahydrobenzo[f]quinolin-3-one). Isolated yield 51.9%. As a reaction SMILES: [CH3:1][N:2]1[C@H:11]2[C@@:6]([CH3:17])([C:7]3[CH:15]=[CH:14][C:13]([SH:16])=[CH:12][C:8]=3[CH2:9][CH2:10]2)[CH2:5][CH2:4][C:3]1=[O:18].C(=O)([O-])[O-].[K+].[K+].Cl[C:26]1[S:27][C:28]2[C:34]([C:35]([F:38])([F:37])[F:36])=[CH:33][CH:32]=[C:31]([CH3:39])[C:29]=2[N:30]=1.CN(C)C=O>C(OCC)(=O)C>[CH3:1][N:2]1[C@H:11]2[C@@:6]([CH3:17])([C:7]3[CH:15]=[CH:14][C:13]([S:16][C:26]4[S:27][C:28]5[C:34]([C:35]([F:38])([F:37])[F:36])=[CH:33][CH:32]=[C:31]([CH3:39])[C:29]=5[N:30]=4)=[CH:12][C:8]=3[CH2:9][CH2:10]2)[CH2:5][CH2:4][C:3]1=[O:18] |f:1.2.3|. Procedure details: A 15 mL round bottom flask was charged with (+)-(4aR)-(10bR)-4-methyl-8-mercapto-10b-methyl-1,2,3,4,4a,5,6,10b-octahydrobenzo[f]quinolin-3-one (100 mg, 0.38 mmol), potassium carbonate (158 mg, 1.14 mmol), 2-chloro-4-methyl-7-trifluoromethylbenzothiazole (116 mg, 0.46 mmol) and 1.5 mL of anhydrous dimethyl formamide, fitted with a reflux condenser, and the stirred mixture was heated at 60°, under nitrogen, for 18 h. The mixture was cooled, diluted with ethyl acetate (75 mL) and washed with brine ... The reactants are ClC1=CN(N2N=C(N=C21)CC)CC2=CC=C(C=C2)C2=C(C=CC=C2)C2=NN=NN2C(C2=CC=CC=C2)(C2=CC=CC=C2)C2=CC=CC=C2 (7-chloro-2-ethyl-5-[[2'-(N-triphenylmethyl-tetrazol-5-yl)biphenyl-4-yl]methyl]-5H-pyrazolo[1,5-b][1,2,4]triazole), ClC=1C=NN2N=C(N(C21)CC2=CC=C(C=C2)C2=C(C=CC=C2)C2=NN=NN2C(C2=CC=CC=C2)(C2=CC=CC=C2)C2=CC=CC=C2)CC (7-chloro-2-ethyl-1-[[2'-(N-triphenylmethyl-tetrazol-5-yl)biphenyl-4-yl]methyl]-1H-pyrazolo[1,5-b][1,2,4]triazole), ClC=1C=NN2N=C(N(C21)CC2=CC=C(C=C2)C2=C(C=CC=C2)C2=NN=NN2C(C2=CC=CC=C2)(C2=CC=CC=C2)C2=CC=CC=C2)CC (7-chloro-2-ethyl-1-[[2'-(N-triphenylmethyl-tetrazol-5-yl)biphenyl-4-yl]methyl]-1H-pyrazolo[1,5-b][1,2,4]triazole). Product: ClC1=CN(N2N=C(N=C21)CC)CC2=CC=C(C=C2)C2=C(C=CC=C2)C2=NN=NN2C(C2=CC=CC=C2)(C2=CC=CC=C2)C2=CC=CC=C2 (7-chloro-2-ethyl-5-[[2'-(N-triphenylmethyl-tetrazol-5-yl)biphenyl-4-yl]methyl]-5H-pyrazolo[1,5-b][1,2,4]triazole), ClC=1C=NN2N=C(NC21)CC (7-chloro-2-ethyl-1H-pyrazolo[1,5-b][1,2,4]triazole). Reaction SMILES: [Cl:1][C:2]1[CH:3]=[N:4][N:5]2[C:9]=1[N:8](CC1C=CC(C3C=CC=CC=3C3N(C(C4C=CC=CC=4)(C4C=CC=CC=4)C4C=CC=CC=4)N=NN=3)=CC=1)[C:7]([CH2:47][CH3:48])=[N:6]2.[Cl:49][C:50]1[C:57]2[N:53]([N:54]=[C:55]([CH2:58][CH3:59])[N:56]=2)[N:52]([CH2:60][C:61]2[CH:66]=[CH:65][C:64]([C:67]3[CH:72]=[CH:71][CH:70]=[CH:69][C:68]=3[C:73]3[N:77]([C:78]([C:91]4[CH:96]=[CH:95][CH:94]=[CH:93][CH:92]=4)([C:85]4[CH:90]=[CH:89][CH:88]=[CH:87][CH:86]=4)[C:79]4[CH:84]=[CH:83][CH:82]=[CH:81][CH:80]=4)[N:76]=[N:75][N:74]=3)=[CH:63][CH:62]=2)[CH:51]=1>>[Cl:49][C:50]1[C:57]2[N:53]([N:54]=[C:55]([CH2:58][CH3:59])[N:56]=2)[N:52]([CH2:60][C:61]2[CH:62]=[CH:63][C:64]([C:67]3[CH:72]=[CH:71][CH:70]=[CH:69][C:68]=3[C:73]3[N:77]([C:78]([C:79]4[CH:84]=[CH:83][CH:82]=[CH:81][CH:80]=4)([C:91]4[CH:92]=[CH:93][CH:94]=[CH:95][CH:96]=4)[C:85]4[CH:90]=[CH:89][CH:88]=[CH:87][CH:86]=4)[N:76]=[N:75][N:74]=3)=[CH:65][CH:66]=2)[CH:51]=1.[Cl:1][C:2]1[CH:3]=[N:4][N:5]2[C:9]=1[NH:8][C:7]([CH2:47][CH3:48])=[N:6]2. Procedure: In the same manner as described in Example 66, 1.60 g of 7-chloro-2-ethyl-1-[[2'-(N-triphenylmethyl-tetrazol-5-yl)biphenyl-4-yl]methyl]-1H-pyrazolo[1,5-b][1,2,4]triazole (compound 73a) and 1.18 g of 7-chloro-2-ethyl-5-[[2'-(N-triphenylmethyl-tetrazol-5-yl)biphenyl-4-yl]methyl]-5H-pyrazolo[1,5-b][1,2,4]triazole (compound 73b) were obtained from 1.10 g of 7-chloro-2-ethyl-1H-pyrazolo[1,5-b][1,2,4]triazole. Reactants: [N+](=O)([O-])[O-].[NH4+].[Ce+4].[N+](=O)([O-])[O-].[N+](=O)([O-])[O-].[N+](=O)([O-])[O-].[N+](=O)([O-])[O-] (cerium (IV) ammonium nitrate), ice water, O (water), C(C)OC(=O)C=1OC(=C2C=CC=CC12)C1=CC=C(C=C1)Cl (3-(p-chlorophenyl)-isobenzofuran-1-carboxylic acid ethyl ester). Solvent: C(C)(=O)O (acetic acid). Product: C(C)OC(C(=O)C1=C(C=CC=C1)C(C1=CC=C(C=C1)Cl)=O)=O ([o-(p-chlorobenzoyl)-phenyl]glyoxylic acid ethyl ester). Reaction SMILES: [N+]([O-])([O-])=O.[NH4+].[Ce+4].[N+]([O-])([O-])=O.[N+]([O-])([O-])=O.[N+]([O-])([O-])=O.[N+]([O-])([O-])=O.[OH2:23].[CH2:24]([O:26][C:27]([C:29]1[O:30][C:31]([C:38]2[CH:43]=[CH:42][C:41]([Cl:44])=[CH:40][CH:39]=2)=[C:32]2[C:37]=1[CH:36]=[CH:35][CH:34]=[CH:33]2)=[O:28])[CH3:25]>C(O)(=O)C>[CH2:24]([O:26][C:27](=[O:28])[C:29]([C:37]1[CH:36]=[CH:35][CH:34]=[CH:33][C:32]=1[C:31](=[O:30])[C:38]1[CH:43]=[CH:42][C:41]([Cl:44])=[CH:40][CH:39]=1)=[O:23])[CH3:25] |f:0.1.2.3.4.5.6|. Procedure details: 11.5 G. of cerium (IV) ammonium nitrate are dissolved in 20 ml. of water and 20 ml. of glacial acetic acid. Thereafter, there are added 3.0 g. of 3-(p-chlorophenyl)-isobenzofuran-1-carboxylic acid ethyl ester and the mixture is boiled for 2-3 minutes until the color of the solution obtained changes from orange to light-yellow. After cooling, there are added 150 ml. of ice-water and the mixture is stirred for 1 hour in an ice-bath. The product which first separates as an oil solidifies. The solid... Reactants: C(C)C(CCCC(C)C1=CC=C(OCC=2C=C(C(C(=O)OC)=CC2)C(=O)OC)C=C1)(CC)O (dimethyl 4-[4-(5-ethyl-5-hydroxy-1-methylheptyl)phenoxymethyl]phthalate), [BH4-].[Li+] (lithium borohydride). Yields the product OCC=1C=C(COC2=CC=C(C=C2)C(CCCC(CC)(O)CC)C)C=CC1CO (7-[4-(3,4-bis-Hydroxymethylbenzyloxy)phenyl]-3-ethyl-3-octanol). RXN SMILES: [CH2:1]([C:3]([OH:33])([CH2:31][CH3:32])[CH2:4][CH2:5][CH2:6][CH:7]([C:9]1[CH:30]=[CH:29][C:12]([O:13][CH2:14][C:15]2[CH:16]=[C:17]([C:25](OC)=[O:26])[C:18](=[CH:23][CH:24]=2)[C:19](OC)=[O:20])=[CH:11][CH:10]=1)[CH3:8])[CH3:2].[BH4-].[Li+]>>[OH:26][CH2:25][C:17]1[CH:16]=[C:15]([CH:24]=[CH:23][C:18]=1[CH2:19][OH:20])[CH2:14][O:13][C:12]1[CH:11]=[CH:10][C:9]([CH:7]([CH3:8])[CH2:6][CH2:5][CH2:4][C:3]([CH2:1][CH3:2])([OH:33])[CH2:31][CH3:32])=[CH:30][CH:29]=1 |f:1.2|. Reported procedure: In a manner similar to Example 53(e), by reacting 607 mg (1.33 mmol) of dimethyl 4-[4-(5-ethyl-5-hydroxy-1-methylheptyl)phenoxymethyl]phthalate (prepared in a manner similar to Examples 64(a-d)) with 116 mg (5.32 mmol) of lithium borohydride, a colourless oil is obtained (m=421 mg; Y=79%). Starting materials: C(C)OP(OCC)(=O)C(P(OCC)(=O)OCC)NC=1SC(=CN1)C (1-(5-methylthiazol-2-ylamino)methane-1,1-diphosphonic acid tetraethyl ester), Cl (hydrochloric acid). Product: CC1=CN=C(S1)NC(P(O)(=O)O)P(O)(=O)O (1-(5-methylthiazol-2-ylamino)-methane-1,1-diphosphonic acid). RXN SMILES: C([O:3][P:4]([CH:9]([NH:18][C:19]1[S:20][C:21]([CH3:24])=[CH:22][N:23]=1)[P:10]([O:15]CC)(=[O:14])[O:11]CC)(=[O:8])[O:5]CC)C.Cl>>[CH3:24][C:21]1[S:20][C:19]([NH:18][CH:9]([P:10]([OH:14])(=[O:11])[OH:15])[P:4]([OH:5])(=[O:3])[OH:8])=[N:23][CH:22]=1. Procedure details: 1.97 g (4.9 mmol) of 1-(5-methylthiazol-2-ylamino)methane-1,1-diphosphonic acid tetraethyl ester are heated under reflux in 20 ml of N hydrochloric acid for 6 hours. Upon cooling and leaving the reaction mixture to stand at room temperature, the product crystallises. It is filtered and washed with acetone and petroleum ether. Yield: 0.64 g (45% of the theoretical yield) of 1-(5-methylthiazol-2-ylamino)-methane-1,1-diphosphonic acid of m.p. 208° (decomposition). Reactants: [Na] (sodium), C(CC(=O)OCC)(=O)OCC (diethyl malonate), C1(C=CCCC1)=O (2-cyclohexen-1-one). The solvent is C(C)O (ethanol), C(C)O (ethanol). Conditions: time 8 hour. Product: O=C1CC(CCC1)C(C(=O)OCC)C(=O)OCC (diethyl 3-oxocyclohexylmalonate). Reaction SMILES: [C:1]1(=[O:7])[CH2:6][CH2:5][CH2:4][CH:3]=[CH:2]1.[Na].[C:9]([O:17][CH2:18][CH3:19])(=[O:16])[CH2:10][C:11]([O:13][CH2:14][CH3:15])=[O:12]>C(O)C>[O:7]=[C:1]1[CH2:6][CH2:5][CH2:4][CH:3]([CH:10]([C:11]([O:13][CH2:14][CH3:15])=[O:12])[C:9]([O:17][CH2:18][CH3:19])=[O:16])[CH2:2]1 |^1:7|. Procedure: A solution of 30 ml of 2-cyclohexen-1-one in 35 ml anhydrous ethanol is added dropwise at a temperature below -10° to a reagent prepared from 0.1 g sodium, 100 ml of absolute ethanol and 50 ml of diethyl malonate. The reaction mixture is allowed to warm slowly and is stirred at room temperature overnight. The mixture is evaporated to dryness, the residue is dissolved in ether, the ether solution is washed with brine, dried, filtered and evaporated to dryness. The residue is distilled under reduc... Reactants: [Li]CCCC, C#CC(C)(C)N1[Si](C)(C)CC[Si]1(C)C, C1CCOC1, O. Yields the product CC(C)(C#CCO)N1[Si](C)(C)CC[Si]1(C)C. RXN SMILES: [CH2:15]([Li:16])[CH2:17][CH2:18][CH3:19].[CH3:1][C:2]([C:3]#[CH:4])([CH3:5])[N:6]1[Si:7]([CH3:13])([CH3:14])[CH2:8][CH2:9][Si:10]1([CH3:11])[CH3:12].[O:21]1[CH2:22][CH2:23][CH2:24][CH2:25]1.[OH2:20]>>[CH3:1][C:2]([C:3]#[C:4][CH2:15][OH:20])([CH3:5])[N:6]1[Si:7]([CH3:13])([CH3:14])[CH2:8][CH2:9][Si:10]1([CH3:11])[CH3:12].